From a dataset of the Open Reaction Database (ORD), a public repository of structured organic reaction records. describe an organic reaction: reactants, conditions, products, and yield Reactants: O=C([O-])[O-], CN(C)C=O, BrC1CCCC1, [K+], [K+], O, COC(=O)c1cnc(OC)c(O)c1. Yields the product COC(=O)c1cnc(OC)c(OC2CCCC2)c1. RXN SMILES: [C:14](=[O:15])([O-:16])[O-:17].[CH3:26][N:27]([CH3:28])[CH:29]=[O:30].[CH:20]1([Br:25])[CH2:21][CH2:22][CH2:23][CH2:24]1.[K+:18].[K+:19].[OH2:31].[OH:1][c:2]1[c:3]([O:12][CH3:13])[n:4][cH:5][c:6]([C:7](=[O:8])[O:9][CH3:10])[cH:11]1>>[O:1]([c:2]1[c:3]([O:12][CH3:13])[n:4][cH:5][c:6]([C:7](=[O:8])[O:9][CH3:10])[cH:11]1)[CH:20]1[CH2:21][CH2:22][CH2:23][CH2:24]1.